Dataset: the Open Reaction Database (ORD), a public repository of structured organic reaction records. Task: describe an organic reaction: reactants, conditions, products, and yield The reactants are Cc1nc2sccn2c(=O)c1-c1ccc(OC(F)(F)F)cc1, CC[O-], CCO, COc1cccc(C=O)c1OCC1CCC1, [Na+]. The product is COc1cccc(C=Cc2nc3sccn3c(=O)c2-c2ccc(OC(F)(F)F)cc2)c1OCC1CCC1. Reaction SMILES: [CH3:1][c:2]1[n:3][c:4]2[n:5]([c:6](=[O:19])[c:7]1-[c:8]1[cH:9][cH:10][c:11]([O:14][C:15]([F:16])([F:17])[F:18])[cH:12][cH:13]1)[cH:20][cH:21][s:22]2.[CH3:40][CH2:41][O-:42].[CH3:43][CH2:44][OH:45].[CH:23]1([CH2:27][O:28][c:29]2[c:30]([CH:31]=[O:32])[cH:33][cH:34][cH:35][c:36]2[O:37][CH3:38])[CH2:24][CH2:25][CH2:26]1.[Na+:39]>>[CH:1]([c:2]1[n:3][c:4]2[n:5]([c:6](=[O:19])[c:7]1-[c:8]1[cH:9][cH:10][c:11]([O:14][C:15]([F:16])([F:17])[F:18])[cH:12][cH:13]1)[cH:20][cH:21][s:22]2)=[CH:31][c:30]1[c:29]([O:28][CH2:27][CH:23]2[CH2:24][CH2:25][CH2:26]2)[c:36]([O:37][CH3:38])[cH:35][cH:34][cH:33]1. Starting materials: CCOP(=O)(Cc1cccnc1)OCC, C[Si](C)(C)C#N, O=C(OO)c1cccc(Cl)c1. Product: CCOP(=O)(Cc1ccc(C#N)nc1)OCC. Reaction SMILES: [CH2:1]([CH3:2])[O:3][P:4](=[O:5])([O:6][CH2:7][CH3:8])[CH2:9][c:10]1[cH:11][n:12][cH:13][cH:14][cH:15]1.[CH3:27][Si:28]([CH3:29])([CH3:30])[C:31]#[N:32].[Cl:16][c:17]1[cH:18][cH:19][cH:20][c:21]([C:22]([O:23][OH:24])=[O:25])[cH:26]1>>[CH2:1]([CH3:2])[O:3][P:4](=[O:5])([O:6][CH2:7][CH3:8])[CH2:9][c:10]1[cH:11][n:12][c:13]([C:31]#[N:32])[cH:14][cH:15]1.